Dataset: the Open Reaction Database (ORD), a public repository of structured organic reaction records. Task: describe an organic reaction: reactants, conditions, products, and yield The reactants are CC(C)(C)OC(=O)n1nc(CBr)c2ccccc21, C1CCOC1, COc1ccc(N(C(=O)CN2C(=O)C(C)C(=O)N(c3cccnc3)c3ccccc32)C(C)C)cc1, C[Si](C)(C)[N-][Si](C)(C)C, [Cl-], [NH4+], [Na+], CN(C)C=O. Yields the product COc1ccc(N(C(=O)CN2C(=O)C(C)(Cc3nn(C(=O)OC(C)(C)C)c4ccccc34)C(=O)N(c3cccnc3)c3ccccc32)C(C)C)cc1. Reaction SMILES: [Br:46][CH2:47][c:48]1[n:49][n:50]([C:57](=[O:58])[O:59][C:60]([CH3:61])([CH3:62])[CH3:63])[c:51]2[cH:52][cH:53][cH:54][cH:55][c:56]12.[CH2:71]1[O:72][CH2:73][CH2:74][CH2:75]1.[CH3:1][CH:2]1[C:3](=[O:35])[N:4]([c:29]2[cH:30][n:31][cH:32][cH:33][cH:34]2)[c:5]2[c:6]([cH:25][cH:26][cH:27][cH:28]2)[N:7]([CH2:10][C:11](=[O:12])[N:13]([c:14]2[cH:15][cH:16][c:17]([O:20][CH3:21])[cH:18][cH:19]2)[CH:22]([CH3:23])[CH3:24])[C:8]1=[O:9].[CH3:37][Si:38]([N-:39][Si:40]([CH3:41])([CH3:42])[CH3:43])([CH3:44])[CH3:45].[Cl-:64].[NH4+:65].[Na+:36].[O:66]=[CH:67][N:68]([CH3:69])[CH3:70]>>[CH3:1][C:2]1([CH2:47][c:48]2[n:49][n:50]([C:57](=[O:58])[O:59][C:60]([CH3:61])([CH3:62])[CH3:63])[c:51]3[cH:52][cH:53][cH:54][cH:55][c:56]23)[C:3](=[O:35])[N:4]([c:29]2[cH:30][n:31][cH:32][cH:33][cH:34]2)[c:5]2[c:6]([cH:25][cH:26][cH:27][cH:28]2)[N:7]([CH2:10][C:11](=[O:12])[N:13]([c:14]2[cH:15][cH:16][c:17]([O:20][CH3:21])[cH:18][cH:19]2)[CH:22]([CH3:23])[CH3:24])[C:8]1=[O:9]. The reactants are CS(=O)(=O)CCN1CCC(c2ccc(NC(=O)c3nc(C#N)c[nH]3)c(C3=CCCCC3)c2)CC1, CC1(C)CC=C(c2nc(C3CCNCC3)ccc2NC(=O)c2nc(C#N)c[nH]2)CC1, CCN(C(C)C)C(C)C, ClCCl, O=C(O)C(F)(F)F. The product is CC1(C)CC=C(c2nc(C3CCN(CCS(C)(=O)=O)CC3)ccc2NC(=O)c2nc(C#N)c[nH]2)CC1, O=C(O)C(F)(F)F. RXN SMILES: [C:38]1([c:39]2[cH:40][c:41]([CH:42]3[CH2:43][CH2:44][N:45]([CH2:56][CH2:57][S:58](=[O:59])(=[O:60])[CH3:61])[CH2:46][CH2:47]3)[cH:48][cH:49][c:50]2[NH:51][C:52]([c:53]2[nH:54][cH:55][c:62]([C:63]#[N:64])[n:65]2)=[O:66])=[CH:71][CH2:70][CH2:69][CH2:68][CH2:67]1.[CH3:8][C:9]1([CH3:37])[CH2:10][CH:11]=[C:12]([c:15]2[c:16]([NH:27][C:28](=[O:29])[c:30]3[nH:31][cH:32][c:33]([C:35]#[N:36])[n:34]3)[cH:17][cH:18][c:19]([CH:21]3[CH2:22][CH2:23][NH:24][CH2:25][CH2:26]3)[n:20]2)[CH2:13][CH2:14]1.[CH:72]([N:73]([CH2:74][CH3:75])[CH:76]([CH3:77])[CH3:78])([CH3:79])[CH3:80].[Cl:81][CH2:82][Cl:83].[F:1][C:2]([C:3](=[O:4])[OH:5])([F:6])[F:7]>>[CH3:8][C:9]1([CH3:37])[CH2:10][CH:11]=[C:12]([c:15]2[c:16]([NH:27][C:28](=[O:29])[c:30]3[nH:31][cH:32][c:33]([C:35]#[N:36])[n:34]3)[cH:17][cH:18][c:19]([CH:21]3[CH2:22][CH2:23][N:24]([CH2:56][CH2:57][S:58](=[O:59])(=[O:60])[CH3:61])[CH2:25][CH2:26]3)[n:20]2)[CH2:13][CH2:14]1.[F:1][C:2]([C:3](=[O:4])[OH:5])([F:6])[F:7].